Dataset: the Open Reaction Database (ORD), a public repository of structured organic reaction records. Task: describe an organic reaction: reactants, conditions, products, and yield The reactants are CC(C)(C)c1ccc(C(=O)Nc2ccccc2C(=O)Nc2cccc(OCc3ccccc3)c2)cc1, [H][H], C1CCOC1. Product: CC(C)(C)c1ccc(C(=O)Nc2ccccc2C(=O)Nc2cccc(O)c2)cc1. RXN SMILES: [CH2:1]([c:2]1[cH:3][cH:4][cH:5][cH:6][cH:7]1)[O:8][c:9]1[cH:10][c:11]([NH:15][C:16]([c:17]2[c:18]([NH:23][C:24]([c:25]3[cH:26][cH:27][c:28]([C:31]([CH3:32])([CH3:33])[CH3:34])[cH:29][cH:30]3)=[O:35])[cH:19][cH:20][cH:21][cH:22]2)=[O:36])[cH:12][cH:13][cH:14]1.[H:37][H:38].[O:39]1[CH2:40][CH2:41][CH2:42][CH2:43]1>>[OH:8][c:9]1[cH:10][c:11]([NH:15][C:16]([c:17]2[c:18]([NH:23][C:24]([c:25]3[cH:26][cH:27][c:28]([C:31]([CH3:32])([CH3:33])[CH3:34])[cH:29][cH:30]3)=[O:35])[cH:19][cH:20][cH:21][cH:22]2)=[O:36])[cH:12][cH:13][cH:14]1. Starting materials: COc1cnc2c(Oc3ccc(Nc4nnc(-c5cc(COC(C)=O)cs5)c5ccccc45)cc3)ccnc2c1, CO, [Li+], [OH-], O. Product: COc1cnc2c(Oc3ccc(Nc4nnc(-c5cc(CO)cs5)c5ccccc45)cc3)ccnc2c1. Reaction SMILES: [C:1](=[O:2])([CH3:3])[O:4][CH2:5][c:6]1[cH:7][s:8][c:9](-[c:11]2[n:12][n:13][c:14]([NH:21][c:22]3[cH:23][cH:24][c:25]([O:28][c:29]4[cH:30][cH:31][n:32][c:33]5[cH:34][c:35]([O:39][CH3:40])[cH:36][n:37][c:38]45)[cH:26][cH:27]3)[c:15]3[cH:16][cH:17][cH:18][cH:19][c:20]23)[cH:10]1.[CH3:41][OH:42].[Li+:43].[OH-:44].[OH2:45]>>[OH:4][CH2:5][c:6]1[cH:7][s:8][c:9](-[c:11]2[n:12][n:13][c:14]([NH:21][c:22]3[cH:23][cH:24][c:25]([O:28][c:29]4[cH:30][cH:31][n:32][c:33]5[cH:34][c:35]([O:39][CH3:40])[cH:36][n:37][c:38]45)[cH:26][cH:27]3)[c:15]3[cH:16][cH:17][cH:18][cH:19][c:20]23)[cH:10]1.